This data is from the Open Reaction Database (ORD), a public repository of structured organic reaction records. The task is: describe an organic reaction: reactants, conditions, products, and yield The reactants are N#CC1(c2ccc(Br)cc2)CC2(C1)OCCO2, CO, [NH4+], [OH-], O, OO. Product: NC(=O)C1(c2ccc(Br)cc2)CC2(C1)OCCO2. RXN SMILES: [Br:1][c:2]1[cH:3][cH:4][c:5]([C:8]2([C:16]#[N:17])[CH2:9][C:10]3([CH2:11]2)[O:12][CH2:13][CH2:14][O:15]3)[cH:6][cH:7]1.[CH3:22][OH:23].[NH4+:21].[OH-:20].[OH2:24].[OH:18][OH:19]>>[Br:1][c:2]1[cH:3][cH:4][c:5]([C:8]2([C:16]([NH2:17])=[O:18])[CH2:9][C:10]3([CH2:11]2)[O:12][CH2:13][CH2:14][O:15]3)[cH:6][cH:7]1. Reactants: ClCCl (dichloromethane), O (water), CCCCCC.C(C)OC(C)=O (hexane ethylacetate), enol ether, O (water), I(=O)(=O)(=O)[O-].[Na+] (sodium metaperiodate), C(C)#N (acetonitrile). The reagents and catalysts are O.[Ru](Cl)(Cl)Cl (ruthenium chloride hydrate). Solvent: C(Cl)(Cl)(Cl)Cl (CCl4). Reaction conditions: time 15 minute. Product: CC1CC(CCCCCCCCCCC(=O)OCC1)=O (14-methyl-12-oxohexadecanolide). Reaction SMILES: [OH2:1].I([O-])(=O)(=O)=O.[Na+].[CH3:8][CH2:9][CH2:10][CH2:11][CH2:12][CH3:13].[CH2:14]([O:16][C:17](=[O:19])[CH3:18])[CH3:15].ClCCl.[C:23](#N)[CH3:24]>C(Cl)(Cl)(Cl)Cl.O.[Ru](Cl)(Cl)Cl>[CH3:8][CH:9]1[CH2:15][CH2:14][O:16][C:17](=[O:19])[CH2:18][CH2:24][CH2:23][CH2:12][CH2:11][CH2:10][CH2:9][CH2:8][CH2:13][CH2:12][C:11](=[O:1])[CH2:10]1 |f:1.2,3.4,8.9|. Procedure details: To the enol ether (2.10 g, 8.4 mmol) in CCl4 (20 ml), acetonitrile (20 ml), and water (30 ml) at room temperature was added sodium metaperiodate (6.75 g, 35.3 mmol) followed by ruthenium chloride hydrate (50 mg). The mixture was stirred vigourously and an exotherm was noted (approx 5° C.). Once the exotherm had subsided the dark/opaque solution was checked with TLC (9:1, hexane/ethylacetate) which showed the reaction to be complete after 15 minutes. To the reaction mixture was added a 1:1 mixtur... Starting materials: FC(F)(F)c1ccc(OC2(c3ccccc3)CCN(Cc3ccccc3)CC2)cc1, Cc1ccccc1, CCCCCC, O=C(Cl)Oc1ccccc1. Product: O=C(Oc1ccccc1)N1CCC(Oc2ccc(C(F)(F)F)cc2)(c2ccccc2)CC1. Reaction SMILES: [CH2:1]([c:2]1[cH:3][cH:4][cH:5][cH:6][cH:7]1)[N:8]1[CH2:9][CH2:10][C:11]([O:14][c:15]2[cH:16][cH:17][c:18]([C:21]([F:22])([F:23])[F:24])[cH:19][cH:20]2)([c:25]2[cH:26][cH:27][cH:28][cH:29][cH:30]2)[CH2:12][CH2:13]1.[CH3:41][c:42]1[cH:43][cH:44][cH:45][cH:46][cH:47]1.[CH3:48][CH2:49][CH2:50][CH2:51][CH2:52][CH3:53].[c:31]1([O:37][C:38](=[O:39])[Cl:40])[cH:32][cH:33][cH:34][cH:35][cH:36]1>>[N:8]1([C:38]([O:37][c:31]2[cH:32][cH:33][cH:34][cH:35][cH:36]2)=[O:39])[CH2:9][CH2:10][C:11]([O:14][c:15]2[cH:16][cH:17][c:18]([C:21]([F:22])([F:23])[F:24])[cH:19][cH:20]2)([c:25]2[cH:26][cH:27][cH:28][cH:29][cH:30]2)[CH2:12][CH2:13]1. Starting materials: CCOC(=O)C1CCC(=O)N(C(CC)C(=O)OC(C)(C)C)CC1, ClCCl, O=C(O)C(F)(F)F. Product: CCOC(=O)C1CCC(=O)N(C(CC)C(=O)O)CC1. RXN SMILES: [C:1]([CH3:2])([CH3:3])([CH3:4])[O:5][C:6](=[O:7])[CH:8]([CH2:9][CH3:10])[N:11]1[CH2:12][CH2:13][CH:14]([C:19](=[O:20])[O:21][CH2:22][CH3:23])[CH2:15][CH2:16][C:17]1=[O:18].[Cl:31][CH2:32][Cl:33].[OH:24][C:25]([C:26]([F:27])([F:28])[F:29])=[O:30]>>[O:5]=[C:6]([OH:7])[CH:8]([CH2:9][CH3:10])[N:11]1[CH2:12][CH2:13][CH:14]([C:19](=[O:20])[O:21][CH2:22][CH3:23])[CH2:15][CH2:16][C:17]1=[O:18]. Starting materials: O[C@H](C)C1=NC=2C(=C3C(=NC2)C=CS3)N1[C@@H]1CC[C@H](CC1)CNC([O-])=O ([(trans-4-{2-[(1R)-1-Hydroxyethyl]-1H-imidazo[4,5-d]thieno[3,2-b]pyridin-1-yl}cyclohexyl)methyl]carbamate), FC(C(=O)O)(F)F (trifluoroacetic acid). Run in ClCCl (dichloromethane). The product is FC(C(=O)O)(F)F.FC(C(=O)O)(F)F.NC[C@@H]1CC[C@H](CC1)N1C(=NC=2C1=C1C(=NC2)C=CS1)[C@@H](C)O ((1R)-1-{1-[trans-4-(Aminomethyl)cyclohexyl]-1H-imidazo[4,5-d]thieno[3,2-b]pyridin-2-yl}ethanol bis(trifluoroacetate)), C(=O)(C(F)(F)F)O (TFA). Yield: 626.4%. As a reaction SMILES: [OH:1][C@@H:2]([C:4]1[N:15]([C@H:16]2[CH2:21][CH2:20][C@H:19]([CH2:22][NH:23][C:24](=[O:26])[O-:25])[CH2:18][CH2:17]2)[C:7]2=[C:8]3[S:14][CH:13]=[CH:12][C:9]3=[N:10][CH:11]=[C:6]2[N:5]=1)[CH3:3].[F:27][C:28]([F:33])([F:32])[C:29]([OH:31])=[O:30]>ClCCl>[F:27][C:28]([F:33])([F:32])[C:29]([OH:31])=[O:30].[F:27][C:28]([F:33])([F:32])[C:29]([OH:31])=[O:30].[NH2:23][CH2:22][C@H:19]1[CH2:20][CH2:21][C@H:16]([N:15]2[C:7]3=[C:8]4[S:14][CH:13]=[CH:12][C:9]4=[N:10][CH:11]=[C:6]3[N:5]=[C:4]2[C@H:2]([OH:1])[CH3:3])[CH2:17][CH2:18]1.[C:24]([OH:25])([C:28]([F:33])([F:32])[F:27])=[O:26] |f:3.4.5|. Reported procedure: [(trans-4-{2-[(1R)-1-Hydroxyethyl]-1H-imidazo[4,5-d]thieno[3,2-b]pyridin-1-yl}cyclohexyl)methyl]carbamate (0.21 g, 0.49 mmol) was treated with trifluoroacetic acid (0.7 mL, 9 mmol) in dichloromethane (2 mL) at room temperature for 1 h. The mixture was stripped to dryness to give the desired product as TFA salt (0.35 g, 79%). LCMS calculated for C17H23N4OS (M+H)+: m/z=331.1. Found: 331.0. As a reaction SMILES: [CH2:26]([SiH:27]([CH2:28][CH3:29])[CH2:30][CH3:31])[CH3:32].[Cl:40][CH2:41][Cl:42].[O:1]1[CH2:2][CH2:3][CH:4]([NH:7][c:8]2[n:9][cH:10][c:11]3[c:12]([n:13]2)[s:14][c:15]([CH:17]([OH:18])[c:19]2[c:20]([F:25])[cH:21][cH:22][cH:23][cH:24]2)[cH:16]3)[CH2:5][CH2:6]1.[OH:33][C:34]([C:35]([F:36])([F:37])[F:38])=[O:39]>>[O:1]1[CH2:2][CH2:3][CH:4]([NH:7][c:8]2[n:9][cH:10][c:11]3[c:12]([n:13]2)[s:14][c:15]([CH2:17][c:19]2[c:20]([F:25])[cH:21][cH:22][cH:23][cH:24]2)[cH:16]3)[CH2:5][CH2:6]1. Starting materials: CC[SiH](CC)CC, ClCCl, OC(c1cc2cnc(NC3CCOCC3)nc2s1)c1ccccc1F, O=C(O)C(F)(F)F. Yields the product Fc1ccccc1Cc1cc2cnc(NC3CCOCC3)nc2s1.